This data is from the Open Reaction Database (ORD), a public repository of structured organic reaction records. The task is: describe an organic reaction: reactants, conditions, products, and yield Reactants: BrC=1C=C(C(=O)C2=C(C(=O)O)C=C(C(=C2)OC)OC)C=C(C1OC)OC (2-(3-bromo-4,5-dimethoxybenzoyl)-4,5-dimethoxy-benzoic acid), C([O-])([O-])=O.[K+].[K+] (potassium carbonate), BrC(C(=O)OCC)C(=O)OCC (diethyl bromomalonate). Solvent: CN(C=O)C (dimethylformamide). Run at time 8 hour. Yields the product BrC=1C=C(C=C(C1OC)OC)C1=C(OC(=O)C2=CC(=C(C=C12)OC)OC)C(=O)O (4-(3-bromo-4,5-dimethoxyphenyl)-6,7-dimethoxyisocoumarin-3-carboxylic acid). Isolated yield 38.7%. As a reaction SMILES: [Br:1][C:2]1[CH:3]=[C:4]([CH:20]=[C:21]([O:25][CH3:26])[C:22]=1[O:23][CH3:24])[C:5]([C:7]1[CH:15]=[C:14]([O:16][CH3:17])[C:13]([O:18][CH3:19])=[CH:12][C:8]=1[C:9]([OH:11])=[O:10])=O.C(=O)([O-])[O-].[K+].[K+].Br[CH:34](C(OCC)=O)[C:35]([O:37]CC)=[O:36]>CN(C)C=O>[Br:1][C:2]1[CH:3]=[C:4]([C:5]2[C:7]3[C:8](=[CH:12][C:13]([O:18][CH3:19])=[C:14]([O:16][CH3:17])[CH:15]=3)[C:9](=[O:10])[O:11][C:34]=2[C:35]([OH:37])=[O:36])[CH:20]=[C:21]([O:25][CH3:26])[C:22]=1[O:23][CH3:24] |f:1.2.3|. Procedure details: To a solution of 2-(3-bromo-4,5-dimethoxybenzoyl)-4,5-dimethoxy-benzoic acid (6 g) in dimethylformamide (110 ml) are added potassium carbonate (4.29 g) and diethyl bromomalonate (3.71 g), and the mixture is stirred at room temperature overnight. The reaction mixture is evaporated to remove dimethylformamide, and to the residue are added ethyl acetate and water. The ethyl acetate layer is separated, washed, dried, and concentrated under reduced pressure. To the residue are added dioxane (35 ml) a... The reactants are CCCC[Sn](CCCC)(CCCC)c1ccccn1, CN(C)C=O, [Cl-], COc1cc2nccc(Oc3cc(C)c(C)cc3I)c2cc1OC, [Li+], O. The product is COc1cc2nccc(Oc3cc(C)c(C)cc3-c3ccccn3)c2cc1OC. Reaction SMILES: [CH2:25]([Sn:26]([CH2:27][CH2:28][CH2:29][CH3:36])([c:30]1[n:31][cH:32][cH:33][cH:34][cH:35]1)[CH2:37][CH2:38][CH2:39][CH3:40])[CH2:41][CH2:42][CH3:43].[CH3:47][N:48]([CH3:49])[CH:50]=[O:51].[Cl-:45].[I:1][c:2]1[c:3]([O:4][c:5]2[cH:6][cH:7][n:8][c:9]3[cH:10][c:11]([O:17][CH3:18])[c:12]([O:15][CH3:16])[cH:13][c:14]23)[cH:19][c:20]([CH3:24])[c:21]([CH3:23])[cH:22]1.[Li+:44].[OH2:46]>>[c:2]1(-[c:30]2[n:31][cH:32][cH:33][cH:34][cH:35]2)[c:3]([O:4][c:5]2[cH:6][cH:7][n:8][c:9]3[cH:10][c:11]([O:17][CH3:18])[c:12]([O:15][CH3:16])[cH:13][c:14]23)[cH:19][c:20]([CH3:24])[c:21]([CH3:23])[cH:22]1.